Dataset: the Open Reaction Database (ORD), a public repository of structured organic reaction records. Task: describe an organic reaction: reactants, conditions, products, and yield The reactants are CCOc1ccc2cccc(NC(=O)OC(C)(C)C)c2c1, C1COCCO1, CC(C)OC(C)C, Cl. Yields the product CCOc1ccc2cccc(N)c2c1. As a reaction SMILES: [C:1]([O:2][C:3](=[O:4])[NH:7][c:8]1[cH:9][cH:10][cH:11][c:12]2[cH:13][cH:14][c:15]([O:18][CH2:19][CH3:20])[cH:16][c:17]12)([CH3:5])([CH3:6])[CH3:21].[CH2:30]1[O:31][CH2:32][CH2:33][O:34][CH2:35]1.[CH:23]([O:24][CH:25]([CH3:26])[CH3:27])([CH3:28])[CH3:29].[ClH:22]>>[NH2:7][c:8]1[cH:9][cH:10][cH:11][c:12]2[cH:13][cH:14][c:15]([O:18][CH2:19][CH3:20])[cH:16][c:17]12. The reactants are CCOP(=O)(C=Cc1cn(-c2ccccc2)nc1OCc1ccc(OCc2nc(-c3cccc(C(=O)OC)c3)oc2C)c(OC)c1)OCC, CO, Cl, [Na+], C1CCOC1, [OH-], O. Product: CCOP(=O)(C=Cc1cn(-c2ccccc2)nc1OCc1ccc(OCc2nc(-c3cccc(C(=O)O)c3)oc2C)c(OC)c1)OCC. RXN SMILES: [CH2:1]([CH3:2])[O:3][P:4](=[O:5])([O:6][CH2:7][CH3:8])[CH:9]=[CH:10][c:11]1[c:12]([O:22][CH2:23][c:24]2[cH:25][c:26]([O:48][CH3:49])[c:27]([O:28][CH2:29][c:30]3[n:31][c:32](-[c:36]4[cH:37][c:38]([C:39](=[O:40])[O:41][CH3:42])[cH:43][cH:44][cH:45]4)[o:33][c:34]3[CH3:35])[cH:46][cH:47]2)[n:13][n:14](-[c:16]2[cH:17][cH:18][cH:19][cH:20][cH:21]2)[cH:15]1.[CH3:59][OH:60].[ClH:57].[Na+:56].[O:50]1[CH2:51][CH2:52][CH2:53][CH2:54]1.[OH-:55].[OH2:58]>>[CH2:1]([CH3:2])[O:3][P:4](=[O:5])([O:6][CH2:7][CH3:8])[CH:9]=[CH:10][c:11]1[c:12]([O:22][CH2:23][c:24]2[cH:25][c:26]([O:48][CH3:49])[c:27]([O:28][CH2:29][c:30]3[n:31][c:32](-[c:36]4[cH:37][c:38]([C:39](=[O:40])[OH:41])[cH:43][cH:44][cH:45]4)[o:33][c:34]3[CH3:35])[cH:46][cH:47]2)[n:13][n:14](-[c:16]2[cH:17][cH:18][cH:19][cH:20][cH:21]2)[cH:15]1. Reactants: c1ccc(CN2CC3OC3C2)cc1, ClCCl, O, Sc1ccccc1. Yields the product OC1CN(Cc2ccccc2)CC1Sc1ccccc1. As a reaction SMILES: [CH2:1]([c:2]1[cH:3][cH:4][cH:5][cH:6][cH:7]1)[N:8]1[CH2:9][CH:10]2[CH:11]([CH2:12]1)[O:13]2.[CH2:22]([Cl:23])[Cl:24].[OH2:21].[SH:14][c:15]1[cH:16][cH:17][cH:18][cH:19][cH:20]1>>[CH2:1]([c:2]1[cH:3][cH:4][cH:5][cH:6][cH:7]1)[N:8]1[CH2:9][CH:10]([S:14][c:15]2[cH:16][cH:17][cH:18][cH:19][cH:20]2)[CH:11]([OH:13])[CH2:12]1. Run in CN(C)C=O (DMF). Reactants: BrC=1SC=CN1 (2-Bromothiazole), C(CCC)O (butanol), [H][H] (hydrogen), [H-].[Na+] (NaH). The product is C(CCC)OC=1SC=CN1 (2-(1-butoxy)thiazole). As a reaction SMILES: [H-].[Na+].[CH2:3]([OH:7])[CH2:4][CH2:5][CH3:6].[H][H].Br[C:11]1[S:12][CH:13]=[CH:14][N:15]=1>CN(C=O)C>[CH2:3]([O:7][C:11]1[S:12][CH:13]=[CH:14][N:15]=1)[CH2:4][CH2:5][CH3:6] |f:0.1|. Procedure: A suspension of NaH (6.7 mmol, 0.27 g, 60% dispersion) in dry DMF was stirred with butanol (6.09 mmol, 0.55 mL) under argon until evolution of hydrogen ceased. 2-Bromothiazole (6.09 mmol, 0.55 mL) was added and after 15 minutes the mixture was heated to reflux. After 48 hours the reaction was quenched with water and extracted with ethyl acetate (4x). The organic phases were combined, dried (MgSO4), filtered and concentrated. The residue was subjected to flash chromatography (hexane followed with... Yield: 36.6%. Starting materials: CNC(C=C(C1=CC=CC=C1)C=1C=C2C(=CNC2=CC1)C)=O (N-methyl-3-(3-methyl-1H-indol-5-yl)-3-phenyl-acrylamide). Reagents/catalysts: [Pd] (Pd/C). Run in CCO.CCOC(=O)C.C(Cl)Cl (EtOH EtOAc DCM). Reaction conditions: time 20 hour. Yields the product CNC(CC(C1=CC=CC=C1)C=1C=C2C(=CNC2=CC1)C)=O (N-Methyl-3-(3-methyl-1H-indol-5-yl)-3-phenyl-propionamide), solid. Yield: 89.0%. Reaction SMILES: [CH3:1][NH:2][C:3](=[O:22])[CH:4]=[C:5]([C:12]1[CH:13]=[C:14]2[C:18](=[CH:19][CH:20]=1)[NH:17][CH:16]=[C:15]2[CH3:21])[C:6]1[CH:11]=[CH:10][CH:9]=[CH:8][CH:7]=1>CCO.CCOC(C)=O.C(Cl)Cl.[Pd]>[CH3:1][NH:2][C:3](=[O:22])[CH2:4][CH:5]([C:12]1[CH:13]=[C:14]2[C:18](=[CH:19][CH:20]=1)[NH:17][CH:16]=[C:15]2[CH3:21])[C:6]1[CH:7]=[CH:8][CH:9]=[CH:10][CH:11]=1 |f:1.2.3|. Procedure: To a solution of N-methyl-3-(3-methyl-1H-indol-5-yl)-3-phenyl-acrylamide LXXII (386 mg, 1.33 mmol) in EtOH/EtOAc/DCM (2/1.5/1, 55 ml) was added Degoussa-type catalyst (Pd/C 10%, 40 mg), and the mixture was hydrogenated in a Parr apparatus at 50 psi of H2 for 20 hours. The reaction mixture was filtered through celite, and the filter cake was washed with MeOH, EtOAc and DCM. The filtrate was concentrated to afford N-Methyl-3-(3-methyl-1H-indol-5-yl)-3-phenyl-propionamide LXXIII as a white foamy so... Reactants: C(C1=CC=CC=C1)N(C)CC=1C(=C(SC1C1=CC=C(C=C1)NC(=O)NOC)N(C(=O)OCC)CC1=C(C=CC=C1F)F)C(=O)OCC (ethyl 4-(N-benzyl-N-methylaminomethyl)-2-[N-(2,6-difluorobenzyl)-N-ethoxycarbonylamino]-5-[4-(3-methoxyureido)phenyl]thiophene-3-carboxylate), Cl (hydrochloric acid). The reagents and catalysts are [C].[Pd] (palladium-carbon). The solvent is C(C)O (ethanol). Conditions: time 6 hour. The product is FC1=C(CN(C=2SC(=C(C2C(=O)OCC)CNC)C2=CC=C(C=C2)NC(=O)NOC)C(=O)OCC)C(=CC=C1)F (ethyl 2-[(2,6-difluorobenzyl)(ethoxycarbonyl)amino]-5-(4-{[(methoxyamino)carbonyl]amino}phenyl)-4-[(methylamino)methyl]thiophene-3-carboxylate). The yield is 77.0%. Reaction SMILES: [CH2:1]([N:8]([CH2:10][C:11]1[C:12]([C:43]([O:45][CH2:46][CH3:47])=[O:44])=[C:13]([N:28]([CH2:34][C:35]2[C:40]([F:41])=[CH:39][CH:38]=[CH:37][C:36]=2[F:42])[C:29]([O:31][CH2:32][CH3:33])=[O:30])[S:14][C:15]=1[C:16]1[CH:21]=[CH:20][C:19]([NH:22][C:23]([NH:25][O:26][CH3:27])=[O:24])=[CH:18][CH:17]=1)C)C1C=CC=CC=1.Cl>C(O)C.[C].[Pd]>[F:42][C:36]1[CH:37]=[CH:38][CH:39]=[C:40]([F:41])[C:35]=1[CH2:34][N:28]([C:29]([O:31][CH2:32][CH3:33])=[O:30])[C:13]1[S:14][C:15]([C:16]2[CH:17]=[CH:18][C:19]([NH:22][C:23]([NH:25][O:26][CH3:27])=[O:24])=[CH:20][CH:21]=2)=[C:11]([CH2:10][NH:8][CH3:1])[C:12]=1[C:43]([O:45][CH2:46][CH3:47])=[O:44] |f:3.4|. Procedure details: To a solution of ethyl 4-(N-benzyl-N-methylaminomethyl)-2-[N-(2,6-difluorobenzyl)-N-ethoxycarbonylamino]-5-[4-(3-methoxyureido)phenyl]thiophene-3-carboxylate (3.64 g, 5.47 mmol) in ethanol (100 ml) were added 1N hydrochloric acid (8 ml) and 10% palladium-carbon (50% wet, 1.82 g). The mixture was stirred vigorously under hydrogen atmosphere for 6 hours. The catalyst was removed, and the filtrate was neutralized with 1N sodium hydroxide solution. The solvent was distilled off, and the residue was ... The reactants are O=C1CCC(=O)C(c2cccc(Br)c2)N1, Cl, NO, c1ccncc1. Yields the product O=C1CCC(=NO)C(c2cccc(Br)c2)N1. As a reaction SMILES: [Br:1][c:2]1[cH:3][c:4]([CH:8]2[C:9](=[O:15])[CH2:10][CH2:11][C:12](=[O:14])[NH:13]2)[cH:5][cH:6][cH:7]1.[ClH:16].[NH2:17][OH:18].[cH:19]1[cH:20][cH:21][n:22][cH:23][cH:24]1>>[Br:1][c:2]1[cH:3][c:4]([CH:8]2[C:9](=[N:17][OH:18])[CH2:10][CH2:11][C:12](=[O:14])[NH:13]2)[cH:5][cH:6][cH:7]1. Reactants: OC1=CC2=C(C(C(=C(O2)C(F)(F)F)C#N)=O)C=C1 (7-hydroxy-4-oxo-2-(trifluoromethyl)-4H-1-benzopyran-3-carbonitrile), S(O)(O)(=O)=O (sulfuric acid). Solvent: O (water). The product is OC1=CC2=C(C(C(=C(O2)C(F)(F)F)C(=O)N)=O)C=C1 (7-Hydroxy-4-oxo-2-(trifluoromethyl)-4H-1-benzopyran-3-carboxamide). Reaction SMILES: [OH:1][C:2]1[CH:18]=[CH:17][C:5]2[C:6](=[O:16])[C:7]([C:14]#[N:15])=[C:8]([C:10]([F:13])([F:12])[F:11])[O:9][C:4]=2[CH:3]=1.S(=O)(=O)(O)[OH:20]>O>[OH:1][C:2]1[CH:18]=[CH:17][C:5]2[C:6](=[O:16])[C:7]([C:14]([NH2:15])=[O:20])=[C:8]([C:10]([F:13])([F:11])[F:12])[O:9][C:4]=2[CH:3]=1. Reported procedure: A mixture of 3 g of 7-hydroxy-4-oxo-2-(trifluoromethyl)-4H-1-benzopyran-3-carbonitrile, 4 ml of conc. sulfuric acid and 1 ml of water was heated for 11/2 hours at an internal temperature of 120°-135°C. The clear dark solution was poured onto ice. The solid was filtered and recrystallized from methanol, mp > 310° C. The reactants are C(#N)C1=C(C=C(C=C1)C1=CC(=NC(=N1)NC)N1C[C@@H](CCC1)NC(C1=CC=CC=C1)=O)F (N-{(3R)-1-[6-(4-cyano-3-fluorophenyl)-2-(methylamino)-4-pyrimidinyl]-3-piperidinyl}benzamide), O.NN (hydrazine monohydrate). Solvent: C(C)O (ethanol). Reaction conditions: temperature 100 celsius, time 8 hour. Yields the product NC1=NNC2=CC(=CC=C12)C1=CC(=NC(=N1)NC)N1C[C@@H](CCC1)NC(C1=CC=CC=C1)=O (N-{(3R)-1-[6-(3-Amino-1H-indazol-6-yl)-2-(methylamino)-4-pyrimidinyl]-3-piperidinyl}benzamide). Yield: 61.8%. Reaction SMILES: [C:1]([C:3]1[CH:8]=[CH:7][C:6]([C:9]2[N:14]=[C:13]([NH:15][CH3:16])[N:12]=[C:11]([N:17]3[CH2:22][CH2:21][CH2:20][C@@H:19]([NH:23][C:24](=[O:31])[C:25]4[CH:30]=[CH:29][CH:28]=[CH:27][CH:26]=4)[CH2:18]3)[CH:10]=2)=[CH:5][C:4]=1F)#[N:2].O.[NH2:34][NH2:35]>C(O)C>[NH2:2][C:1]1[C:3]2[C:4](=[CH:5][C:6]([C:9]3[N:14]=[C:13]([NH:15][CH3:16])[N:12]=[C:11]([N:17]4[CH2:22][CH2:21][CH2:20][C@@H:19]([NH:23][C:24](=[O:31])[C:25]5[CH:30]=[CH:29][CH:28]=[CH:27][CH:26]=5)[CH2:18]4)[CH:10]=3)=[CH:7][CH:8]=2)[NH:35][N:34]=1 |f:1.2|. Procedure details: To N-{(3R)-1-[6-(4-cyano-3-fluorophenyl)-2-(methylamino)-4-pyrimidinyl]-3-piperidinyl}benzamide (83 mg, 0.19 mmol) in ethanol (2 mL) was added hydrazine monohydrate (0.5 mL, 10.2 mmol), and the reaction mixture was stirred overnight at 100° C. into a sealed tube. The solution was poured onto water (˜50 mL) and a precipitate formed. The aqueous mixture was filtered, and the solid was further washed with water. The material was dried under vacuum overnight at 45° C. to afford the title compound (5... Reactants: CCCCS(=O)(=O)c1ccc(C(CC2CCCC2)C(=O)OCC)cc1, CO, CNC(N)=O, C[O-], C[O-], [Mg+2]. Product: CCCCS(=O)(=O)c1ccc(C(CC2CCCC2)C(=O)NC(=O)NC)cc1. As a reaction SMILES: [CH2:1]([O:2][C:4]([CH:5]([CH2:6][CH:7]1[CH2:8][CH2:9][CH2:10][CH2:11]1)[c:12]1[cH:13][cH:14][c:15]([S:18](=[O:19])(=[O:20])[CH2:21][CH2:22][CH2:23][CH3:24])[cH:16][cH:17]1)=[O:25])[CH3:3].[CH3:26][OH:27].[CH3:28][NH:29][C:30](=[O:31])[NH2:32].[CH3:33][O-:34].[CH3:36][O-:37].[Mg+2:35]>>[C:4]([CH:5]([CH2:6][CH:7]1[CH2:8][CH2:9][CH2:10][CH2:11]1)[c:12]1[cH:13][cH:14][c:15]([S:18](=[O:19])(=[O:20])[CH2:21][CH2:22][CH2:23][CH3:24])[cH:16][cH:17]1)(=[O:25])[NH:32][C:30]([NH:29][CH3:28])=[O:31].